This data is from the Open Reaction Database (ORD), a public repository of structured organic reaction records. The task is: describe an organic reaction: reactants, conditions, products, and yield Reactants: CCOCC, CCOC(=O)c1cn(C2CC2)c2ccc(CN3CCOCC3)cc2c1=O, NCc1ccc(Cl)cc1, ClCCl. The product is O=C(NCc1ccc(Cl)cc1)c1cn(C2CC2)c2ccc(CN3CCOCC3)cc2c1=O. Reaction SMILES: [CH3:36][CH2:37][O:38][CH2:39][CH3:40].[CH:1]1([n:4]2[cH:5][c:6]([C:22]([O:24][CH2:23][CH3:25])=[O:26])[c:7](=[O:21])[c:8]3[cH:9][c:10]([CH2:14][N:15]4[CH2:16][CH2:17][O:18][CH2:19][CH2:20]4)[cH:11][cH:12][c:13]23)[CH2:2][CH2:3]1.[Cl:27][c:28]1[cH:29][cH:30][c:31]([CH2:32][NH2:33])[cH:34][cH:35]1.[Cl:41][CH2:42][Cl:43]>>[CH:1]1([n:4]2[cH:5][c:6]([C:22](=[O:24])[NH:33][CH2:32][c:31]3[cH:30][cH:29][c:28]([Cl:27])[cH:35][cH:34]3)[c:7](=[O:21])[c:8]3[cH:9][c:10]([CH2:14][N:15]4[CH2:16][CH2:17][O:18][CH2:19][CH2:20]4)[cH:11][cH:12][c:13]23)[CH2:2][CH2:3]1. Reactants: COC=1C=C2C(CC(O2)C)=C(C1)N (2,3-dihydro-6-methoxy-2-methyl-4-benzofuranamine), N1=CC=CC=C1 (pyridine), C(C(=O)C1=CC=CC=C1)S(=O)(=O)Cl (phenacylsulfonyl chloride). Run in C(Cl)Cl (methylene chloride), C(Cl)Cl (methylene chloride). Run at time 5 hour. The product is COC1=CC2=C(CC(O2)C)C(=C1)NS(=O)(=O)CC(=O)C1=CC=CC=C1 (N-(2,3-dihydro-6-methoxy-2-methyl-4-benzofuranyl)phenacylsulfonamide). Isolated yield 51.2%. Reaction SMILES: [CH3:1][O:2][C:3]1[CH:4]=[C:5]2[O:9][CH:8]([CH3:10])[CH2:7][C:6]2=[C:11]([NH2:13])[CH:12]=1.N1C=CC=CC=1.[CH2:20]([S:29](Cl)(=[O:31])=[O:30])[C:21]([C:23]1[CH:28]=[CH:27][CH:26]=[CH:25][CH:24]=1)=[O:22]>C(Cl)Cl>[CH3:1][O:2][C:3]1[CH:12]=[C:11]([NH:13][S:29]([CH2:20][C:21]([C:23]2[CH:28]=[CH:27][CH:26]=[CH:25][CH:24]=2)=[O:22])(=[O:31])=[O:30])[C:6]2[CH2:7][CH:8]([CH3:10])[O:9][C:5]=2[CH:4]=1. Reported procedure: To a solution of 15.5 grams of 2,3-dihydro-6-methoxy-2-methyl-4-benzofuranamine and 10.5 grams of anhydrous pyridine in 100 cc of methylene chloride cooled to 0°-5° C., a solution of 24.5 grams of phenacylsulfonyl chloride in 80 cc of methylene chloride is added. When the dripping is terminated the reaction mixture is warmed to room temperature and stirred for 5 hours. At the end of this time the solution is washed with water, dried over sodium sulfate and concentrated to dryness. Crystallizatio...